This data is from the Open Reaction Database (ORD), a public repository of structured organic reaction records. The task is: describe an organic reaction: reactants, conditions, products, and yield Starting materials: COC(=O)Cc1ccc(OC)c(Oc2cc(Br)ccc2CBr)c1, CC1NC(=O)OC1c1ccccc1. Product: COC(=O)Cc1ccc(OC)c(Oc2cc(Br)ccc2CN2C(=O)OC(c3ccccc3)C2C)c1. As a reaction SMILES: [CH3:1][O:2][C:3]([CH2:4][c:5]1[cH:6][c:7]([O:13][c:14]2[c:15]([CH2:21][Br:22])[cH:16][cH:17][c:18]([Br:20])[cH:19]2)[c:8]([O:11][CH3:12])[cH:9][cH:10]1)=[O:23].[CH3:24][CH:25]1[NH:26][C:27](=[O:36])[O:28][CH:29]1[c:30]1[cH:31][cH:32][cH:33][cH:34][cH:35]1>>[CH3:1][O:2][C:3]([CH2:4][c:5]1[cH:6][c:7]([O:13][c:14]2[c:15]([CH2:21][N:26]3[CH:25]([CH3:24])[CH:29]([c:30]4[cH:31][cH:32][cH:33][cH:34][cH:35]4)[O:28][C:27]3=[O:36])[cH:16][cH:17][c:18]([Br:20])[cH:19]2)[c:8]([O:11][CH3:12])[cH:9][cH:10]1)=[O:23].